Dataset: the Open Reaction Database (ORD), a public repository of structured organic reaction records. Task: describe an organic reaction: reactants, conditions, products, and yield The reactants are CC1(CC1)C1CCC(CC1)=O (4-(1-methylcyclopropyl)cyclohexanone), CCC([BH-](C(CC)C)C(CC)C)C.[Li+] (L-Selectride), [OH-].[Na+] (NaOH), OO (H2O2). Solvent: C1CCOC1 (THF), C(C)O (ethanol), O (H2O). Reaction conditions: time 3 hour. The product is CC1(CC1)[C@H]1CC[C@H](CC1)O (cis-4-(1-methylcyclopropyl)cyclohexanol). RXN SMILES: [CH3:1][C:2]1([CH:5]2[CH2:10][CH2:9][C:8](=[O:11])[CH2:7][CH2:6]2)[CH2:4][CH2:3]1.CCC(C)[BH-](C(C)CC)C(C)CC.[Li+].[OH-].[Na+].OO>C1COCC1.C(O)C.O>[CH3:1][C:2]1([C@@H:5]2[CH2:10][CH2:9][C@H:8]([OH:11])[CH2:7][CH2:6]2)[CH2:3][CH2:4]1 |f:1.2,3.4|. Reported procedure: A solution of 4.0 g (26.3 mmol) of 4-(1-methylcyclopropyl)cyclohexanone in 30 ml of THF was added dropwise at -78° C. to 5.5 g (29.0 mmol) of L-Selectride (1M in THF) and the mixture was subsequently stirred for 3 hours. It was then heated to room temperature, and 4 ml of H2O, 15 ml of ethanol, 11 ml of 6N NaOH and 13 ml of 35% strength H2O2 solution were added in succession to the reaction solution. This solution was left to stand overnight and then subjected to aqueous workup. Extraction was c... The reactants are N(=NC(=O)OCC)C(=O)OCC (Diethyl azodicarboxylate), CC=1C=CC=2N(C(C3=C(N(C2N1)CC)N=CC(=C3)CCO)=O)C (5,11-dihydro-2,5-dimethyl-11-ethyl-8-(2-hydroxyethyl)-6H-dipyrido[3,2-b:2′,3′-e] [1,4]diazepin-6-one), OC1=CC=NC2=CC=CC=C12 (4-hydroxyquinoline), C1=CC=C(C=C1)P(C2=CC=CC=C2)C3=CC=CC=C3 (Ph3P). The solvent is C1CCOC1 (THF), CCOC(=O)C (EtOAc), CO (MeOH), CCOC(=O)C (EtOAc). Reaction conditions: time 16 hour. Product: CC=1C=CC=2N(C(C3=C(N(C2N1)CC)N=CC(=C3)CCOC3=CC=NC1=CC=CC=C31)=O)C (2,5-Dimethyl-5,11-dihydro-11-ethyl-8-{2-(4-quinolinyloxy)ethyl}-6H-dipyrido[3,2-b:2′,3′-e] [1,4]diazepin-6-one). Isolated yield 37.1%. RXN SMILES: N(C(OCC)=O)=NC(OCC)=O.[CH3:13][C:14]1[CH:15]=[CH:16][C:17]2[N:18]([CH3:35])[C:19](=[O:34])[C:20]3[CH:30]=[C:29]([CH2:31][CH2:32][OH:33])[CH:28]=[N:27][C:21]=3[N:22]([CH2:25][CH3:26])[C:23]=2[N:24]=1.O[C:37]1[C:46]2[C:41](=[CH:42][CH:43]=[CH:44][CH:45]=2)[N:40]=[CH:39][CH:38]=1.C1C=CC(P(C2C=CC=CC=2)C2C=CC=CC=2)=CC=1>C1COCC1.CCOC(C)=O.CO>[CH3:13][C:14]1[CH:15]=[CH:16][C:17]2[N:18]([CH3:35])[C:19](=[O:34])[C:20]3[CH:30]=[C:29]([CH2:31][CH2:32][O:33][C:37]4[C:46]5[C:41](=[CH:42][CH:43]=[CH:44][CH:45]=5)[N:40]=[CH:39][CH:38]=4)[CH:28]=[N:27][C:21]=3[N:22]([CH2:25][CH3:26])[C:23]=2[N:24]=1. Reported procedure: Diethyl azodicarboxylate (DEAD) (139 μL, 0.88 mmol) was added dropwise to a solution of 5,11-dihydro-2,5-dimethyl-11-ethyl-8-(2-hydroxyethyl)-6H-dipyrido[3,2-b:2′,3′-e] [1,4]diazepin-6-one (110 mg, 0.35 mmol), 4-hydroxyquinoline (128 mg, 0.88 mmol) and Ph3P (231 mg, 0.88 mmol) in THF (3.5 mL) at room temperature. The mixture was stirred at room temperature for 16 h. The reaction mixture was diluted in EtOAc (60 mL) and the solution was successively washed with 1 N aqueous NaOH (3×10 mL) and brin...